This data is from the Open Reaction Database (ORD), a public repository of structured organic reaction records. The task is: describe an organic reaction: reactants, conditions, products, and yield Starting materials: CC(C(=O)OC)(C(CC1=CC=C(C=C1)OC)NS(=O)(=O)C1=CC=C(C=C1)C)C (methyl 2,2-dimethyl-4-(p-methoxyphenyl)-3-(p-toluenesulphonamido)butyrate), [H-].[Na+] (sodium hydride), O (water), CI (methyl iodide). The solvent is CN(C=O)C (dimethylformamide), same solvent. Run at temperature 80 celsius. Product: CC(C(=O)OC)(C(CC1=CC=C(C=C1)OC)N(S(=O)(=O)C1=CC=C(C=C1)C)C)C (Methyl 2,2-dimethyl-4-(p-methoxyphenyl)-3-(N-methyl-p-toluenesulphonamido)butyrate). The yield is 96.0%. As a reaction SMILES: [CH3:1][C:2]([CH3:28])([CH:7]([NH:17][S:18]([C:21]1[CH:26]=[CH:25][C:24]([CH3:27])=[CH:23][CH:22]=1)(=[O:20])=[O:19])[CH2:8][C:9]1[CH:14]=[CH:13][C:12]([O:15][CH3:16])=[CH:11][CH:10]=1)[C:3]([O:5][CH3:6])=[O:4].[H-].[Na+].[CH3:31]I.O>CN(C)C=O>[CH3:1][C:2]([CH3:28])([CH:7]([N:17]([CH3:31])[S:18]([C:21]1[CH:22]=[CH:23][C:24]([CH3:27])=[CH:25][CH:26]=1)(=[O:19])=[O:20])[CH2:8][C:9]1[CH:10]=[CH:11][C:12]([O:15][CH3:16])=[CH:13][CH:14]=1)[C:3]([O:5][CH3:6])=[O:4] |f:1.2|. Procedure: A solution of 405 g of methyl 2,2-dimethyl-4-(p-methoxyphenyl)-3-(p-toluenesulphonamido)butyrate in 1800 ml of dry dimethylformamide is added to a mechanically stirred suspension of 52.8 g of sodium hydride in 320 ml of the same solvent. After the reaction mixture has been heated at 80° C. for 1 hour it is cooled when 93 ml of methyl iodide is added. After an additional period of heating (under reflux) the mixture, after being cooled, is poured into plenty of water. A white crystallisate separat... The reactants are C1CCOC1, CN([SiH](C)C)[Si](C)(C)C, CN(C)P(=O)(N(C)C)N(C)C, Cc1ccccc1, COC(=O)C(C)(C)Cc1[nH]c2cc(OCc3ccc4ccccc4n3)ccc2c1Cc1ccc(Cl)cc1, [K], O=S(=O)(Cl)c1ccccc1. Product: COC(=O)C(C)(C)Cc1c(Cc2ccc(Cl)cc2)c2ccc(OCc3ccc4ccccc4n3)cc2n1S(=O)(=O)c1ccccc1. Reaction SMILES: [CH2:58]1[O:59][CH2:60][CH2:61][CH2:62]1.[CH3:38][SiH:39]([CH3:40])[N:41]([CH3:42])[Si:43]([CH3:44])([CH3:45])[CH3:46].[CH3:63][N:64]([CH3:65])[P:66]([N:67]([CH3:68])[CH3:69])([N:70]([CH3:71])[CH3:72])=[O:73].[CH3:74][c:75]1[cH:76][cH:77][cH:78][cH:79][cH:80]1.[Cl:1][c:2]1[cH:3][cH:4][c:5]([CH2:6][c:7]2[c:8]([CH2:28][C:29]([C:30](=[O:31])[O:32][CH3:33])([CH3:34])[CH3:35])[nH:9][c:10]3[cH:11][c:12]([O:16][CH2:17][c:18]4[n:19][c:20]5[cH:21][cH:22][cH:23][cH:24][c:25]5[cH:26][cH:27]4)[cH:13][cH:14][c:15]23)[cH:36][cH:37]1.[K:47].[c:48]1([S:54](=[O:55])(=[O:56])[Cl:57])[cH:49][cH:50][cH:51][cH:52][cH:53]1>>[Cl:1][c:2]1[cH:3][cH:4][c:5]([CH2:6][c:7]2[c:8]([CH2:28][C:29]([C:30](=[O:31])[O:32][CH3:33])([CH3:34])[CH3:35])[n:9]([S:54]([c:48]3[cH:49][cH:50][cH:51][cH:52][cH:53]3)(=[O:55])=[O:56])[c:10]3[cH:11][c:12]([O:16][CH2:17][c:18]4[n:19][c:20]5[cH:21][cH:22][cH:23][cH:24][c:25]5[cH:26][cH:27]4)[cH:13][cH:14][c:15]23)[cH:36][cH:37]1.